Dataset: the Open Reaction Database (ORD), a public repository of structured organic reaction records. Task: describe an organic reaction: reactants, conditions, products, and yield Reactants: ClC1=CC(=CC=C1)C(=O)OO (3-chloroperbenzoic acid), S(=O)(=O)([O-])[O-].[Mg+2] (magnesium sulfate), B(F)(F)F.CCOCC (borontrifluoride etherate), C(C)OC(C1=CC=C(C=C1)C1COC(C1)OC)=O (4-(5-methoxy-tetrahydro-furan-3-yl)-benzoic acid ethyl ester). The solvent is ClCCl (dichloromethane), CCOCC (ether), ClCCl (dichloromethane). Run at time 30 minute. Product: C(C)OC(C1=CC=C(C=C1)C1COC(C1)=O)=O (4-(5-Oxo-tetrahydro-furan-3-yl)-benzoic acid ethyl ester). Reaction SMILES: ClC1C=CC=C(C(OO)=O)C=1.S([O-])([O-])(=O)=O.[Mg+2].B(F)(F)F.CCOCC.[CH2:27]([O:29][C:30](=[O:44])[C:31]1[CH:36]=[CH:35][C:34]([CH:37]2[CH2:41][CH:40]([O:42]C)[O:39][CH2:38]2)=[CH:33][CH:32]=1)[CH3:28]>ClCCl.CCOCC>[CH2:27]([O:29][C:30](=[O:44])[C:31]1[CH:32]=[CH:33][C:34]([CH:37]2[CH2:41][C:40](=[O:42])[O:39][CH2:38]2)=[CH:35][CH:36]=1)[CH3:28] |f:1.2,3.4|. Procedure: To a solution of 75% 3-chloroperbenzoic acid (2.7 g, 11.76 mmol) in dichloromethane (35 mL) is added magnesium sulfate (2.0 g, 16.6 mmol) and the mixture stirred for 30 min. Solids are removed by filtration and the filtrate treated with borontrifluoride etherate (0.5 mL, 3.92 mmol) and 4-(5-methoxy-tetrahydro-furan-3-yl)-benzoic acid ethyl ester (2.45 g, 9.8 mmol) in dichloromethane (5 mL). The mixture is stirred at room temperature 18 h, diluted with ether (200 mL) and washed with a 10% solutio... The reactants are Cl.FC(COC1=C(C=CC(=C1)OC1CCC(CC1)N)CC(=O)N1CCC(CC1)N1C(OCC2=C1C=CC=C2)=O)(F)F (1-(1-(2-(2,2,2-trifluoroethoxy)-4-(1-aminocyclohex-4-yl oxy)phenylacetyl)piperidin-4-yl)-4H-3,1-benzoxazin-2(1H)-one hydrochloride), C(C)(=O)OC(C)=O (acetic anhydride), CCN(C(C)C)C(C)C (DIEA). Run in C(Cl)Cl (CH2Cl2). Conditions: time 1 hour. Yields the product FC(COC1=C(C=CC(=C1)OC1CCC(CC1)NC(C)=O)CC(=O)N1CCC(CC1)N1C(OCC2=C1C=CC=C2)=O)(F)F (1-(1-(2-(2,2,2-trifluoroethoxy)-4-(1-acetylaminocyclohex-4-yloxy)phenylacetyl)-piperidin-4-yl)-4H-3,1-benzoxazin-2(1H)-one). As a reaction SMILES: Cl.[F:2][C:3]([F:41])([F:40])[CH2:4][O:5][C:6]1[CH:11]=[C:10]([O:12][CH:13]2[CH2:18][CH2:17][CH:16]([NH2:19])[CH2:15][CH2:14]2)[CH:9]=[CH:8][C:7]=1[CH2:20][C:21]([N:23]1[CH2:28][CH2:27][CH:26]([N:29]2[C:34]3[CH:35]=[CH:36][CH:37]=[CH:38][C:33]=3[CH2:32][O:31][C:30]2=[O:39])[CH2:25][CH2:24]1)=[O:22].[C:42](OC(=O)C)(=[O:44])[CH3:43].CCN(C(C)C)C(C)C>C(Cl)Cl>[F:41][C:3]([F:2])([F:40])[CH2:4][O:5][C:6]1[CH:11]=[C:10]([O:12][CH:13]2[CH2:14][CH2:15][CH:16]([NH:19][C:42](=[O:44])[CH3:43])[CH2:17][CH2:18]2)[CH:9]=[CH:8][C:7]=1[CH2:20][C:21]([N:23]1[CH2:28][CH2:27][CH:26]([N:29]2[C:34]3[CH:35]=[CH:36][CH:37]=[CH:38][C:33]=3[CH2:32][O:31][C:30]2=[O:39])[CH2:25][CH2:24]1)=[O:22] |f:0.1|. Reported procedure: To a solution of 1-(1-(2-(2,2,2-trifluoroethoxy)-4-(1-aminocyclohex-4-yl oxy)phenylacetyl)piperidin-4-yl)-4H-3,1-benzoxazin-2(1H)-one hydrochloride (0.090 g, 0.15 mmol) from Example 41 in CH2Cl2 (4 mL) was added acetic anhydride (0.031 mL, 0.3 mmol) and DIEA (0.052 mL, 0.3 mmol). The solution was stirred at ambient temperature for 1 h and the solvent was removed under reduced pressure. The residue was dissolved in EtOAc (50 mL) and washed with 0.25 M aqueous citric acid (20 mL), H2O (10 mL), and... Reactants: CCOC(=O)c1ccc(C=O)o1, C1CCOC1, [Li]CCCC, CCCCCC, CCOCC, CC(C)[P+](c1ccccc1)(c1ccccc1)c1ccccc1, [I-], [PH4+]. Product: CCOC(=O)c1ccc(C=C(C)C)o1. As a reaction SMILES: [C:30](=[O:31])([O:32][CH2:33][CH3:34])[c:35]1[o:36][c:37]([CH:40]=[O:41])[cH:38][cH:39]1.[CH2:42]1[O:43][CH2:44][CH2:45][CH2:46]1.[CH3:24][CH2:25][CH2:26][CH2:27][Li:28].[CH3:47][CH2:48][CH2:49][CH2:50][CH2:51][CH3:52].[CH3:53][CH2:54][O:55][CH2:56][CH3:57].[CH:2]([CH3:3])([CH3:4])[P+:5]([c:6]1[cH:7][cH:8][cH:9][cH:10][cH:11]1)([c:12]1[cH:13][cH:14][cH:15][cH:16][cH:17]1)[c:18]1[cH:19][cH:20][cH:21][cH:22][cH:23]1.[I-:1].[PH4+:29]>>[C:2]([CH3:3])([CH3:4])=[CH:40][c:37]1[o:36][c:35]([C:30](=[O:31])[O:32][CH2:33][CH3:34])[cH:39][cH:38]1. Starting materials: NC1=C2C=CN=CC2=CC=C1 (5-aminoisoquinoline), [H][H] (hydrogen). Reagents/catalysts: [Pt]=O (platinum oxide). The solvent is C(C)(=O)O (acetic acid). Product: NC1=C2CCNCC2=CC=C1 (5-amino-1,2,3,4-tetrahydroisoquinoline). Reaction SMILES: [NH2:1][C:2]1[CH:11]=[CH:10][CH:9]=[C:8]2[C:3]=1[CH:4]=[CH:5][N:6]=[CH:7]2.[H][H]>C(O)(=O)C.[Pt]=O>[NH2:1][C:2]1[CH:11]=[CH:10][CH:9]=[C:8]2[C:3]=1[CH2:4][CH2:5][NH:6][CH2:7]2. Procedure details: A solution of 5-aminoisoquinoline (20 g) in glacial acetic acid (500 ml) was shaken under hydrogen in the presence of a platinum oxide catalyst (2.0 g) at room temperature and approximately 345 kilopascals pressure until uptake of hydrogen stopped. The catalyst was removed by filtration and the filtrate was evaporated to a small volume under reduced pressure. Residual solvent was removed by co-evaporation with water, then isopropyl alcohol, and the resulting solid was recrystallized from isoprop... As a reaction SMILES: [O:1]=[C:2]([C:15]1[CH:20]=[C:19]([O:21][CH3:22])[C:18]([O:23][CH3:24])=[C:17]([O:25][CH3:26])[CH:16]=1)[CH2:3][C:4]([O:6][C:7]1[CH:12]=[CH:11][CH:10]=[C:9]([O:13][CH3:14])[CH:8]=1)=[O:5].C(NC1C=CC(S([N:40]=[N+:41]=[N-])(=O)=O)=CC=1)(=O)C.C(#N)C>C(N(CC)CC)C>[N+:40](=[C:3]([C:2](=[O:1])[C:15]1[CH:16]=[C:17]([O:25][CH3:26])[C:18]([O:23][CH3:24])=[C:19]([O:21][CH3:22])[CH:20]=1)[C:4]([O:6][C:7]1[CH:12]=[CH:11][CH:10]=[C:9]([O:13][CH3:14])[CH:8]=1)=[O:5])=[N-:41]. Reaction conditions: time 3 hour. Product: [N+](=[N-])=C(C(=O)OC1=CC(=CC=C1)OC)C(C1=CC(=C(C(=C1)OC)OC)OC)=O (3-methoxyphenyl 2-diazo-3-oxo-3-(3,4,5-trimethoxyphenyl)propanoate). Reported procedure: The procedure of Baumm et al, Synthetic Communication 1987, 17(14), 1709-1716, was used. To a stirred solution of 0.0561 g (0.156 mmol) of the product of Step 2 and 0.041 g (0.171 mmol) of 4-acetamidobenzenesulfonyl azide in 2 ml of anhydrous acetonitrile 0.065 ml (0.47 mmol) of triethylamine was added at 0° C. After stirring for 3 hours at room temperature the solvent was evaporated to dryness under reduced pressure and the residue was purified by flash column chromatography (silica gel, methyl... Yield: 97.9%. Run in C(C)N(CC)CC (triethylamine). Starting materials: O=C(CC(=O)OC1=CC(=CC=C1)OC)C1=CC(=C(C(=C1)OC)OC)OC (3-Methoxyphenyl 3-oxo-3-(3,4,5-trimethoxyphenyl)propanoate), C(C)(=O)NC1=CC=C(C=C1)S(=O)(=O)N=[N+]=[N-] (4-acetamidobenzenesulfonyl azide), C(C)#N (acetonitrile). Yields the product C(C)(C)(C)[Si](OCCC=1C=CC=C2C=CNC12)(C)C (7-[2-(tert-Butyl-dimethyl-silanyloxy)-ethyl]-1H-indole). Isolated yield 30.0%. Starting materials: C(=C)[Mg]Br (vinyl magnesium bromide), C(C)(C)(C)[Si](OCCC1=C(C=CC=C1)[N+](=O)[O-])(C)C (tert-butyl-dimethyl-[2-(2-nitro-phenyl)-ethoxy]-silane), solution, C(=C)[Mg]Br (vinyl magnesium bromide), [Cl-].[NH4+] (ammonium chloride). Run in C1CCOC1 (THF), C1CCOC1 (THF), CCOC(=O)C (EtOAc). Reaction SMILES: [C:1]([Si:5]([CH3:19])([CH3:18])[O:6][CH2:7][CH2:8][C:9]1[CH:14]=[CH:13][CH:12]=[CH:11][C:10]=1[N+:15]([O-])=O)([CH3:4])([CH3:3])[CH3:2].[CH:20]([Mg]Br)=[CH2:21].[Cl-].[NH4+]>C1COCC1.CCOC(C)=O>[C:1]([Si:5]([CH3:19])([CH3:18])[O:6][CH2:7][CH2:8][C:9]1[CH:14]=[CH:13][CH:12]=[C:11]2[C:10]=1[NH:15][CH:21]=[CH:20]2)([CH3:4])([CH3:3])[CH3:2] |f:2.3|. Conditions: temperature -40 celsius, time 15 minute. Reported procedure: A solution of tert-butyl-dimethyl-[2-(2-nitro-phenyl)-ethoxy]-silane (5.0 g, 17.76 mmol) in THF (74 mL) was cooled to −65° C. and a 1.0 M solution of vinyl magnesium bromide in THF (53 mL, 53 mmol) was introduced while maintaining a temperature of <−40° C. The reaction was stirred for 15 minutes at −40° C., additional vinyl magnesium bromide (9 mL, 9 mmol) was added and the reaction was stirred at −45 to −40° C. for 25 minutes. The reaction was poured into saturated aq ammonium chloride and dilu... Starting materials: N1C=CC2=CC=C(C=C12)C=O (1H-Indole-6-carbaldehyde), N1=CC=CC=C1 (pyridine), Cl.O(C)N (methoxylamine hydrogen chloride). Run in O (water). Reaction conditions: time 24 hour. Yields the product CON=CC1=CC=C2C=CNC2=C1 (1H-Indole-6-carbaldehyde O-methyl-oxime). The yield is 82.6%. RXN SMILES: [NH:1]1[C:9]2[C:4](=[CH:5][CH:6]=[C:7]([CH:10]=O)[CH:8]=2)[CH:3]=[CH:2]1.N1C=CC=CC=1.Cl.[O:19]([NH2:21])[CH3:20]>O>[CH3:20][O:19][N:21]=[CH:10][C:7]1[CH:8]=[C:9]2[C:4]([CH:3]=[CH:2][NH:1]2)=[CH:5][CH:6]=1 |f:2.3|. Reported procedure: An amount of 1H-Indole-6-carbaldehyde (50 mg, 0.34 mmol) is added to pyridine (2.0 ml) at room temperature, followed by addition of methoxylamine hydrogen chloride (31.6 mg, 0.38 mmol). The mixture is stirred at ambient temperature for 24 h, and 10 mL of water is added. After the solvents were evaporated, the residue is dissolved 10 mL of anhydrous ether, washed successively with 10 mL of aqueous sodium bicarbonate, 10 mL of sodium bisulfite, and 10 mL of brine. Dried over magnesium sulfate, eva... The reactants are [BH4-], CI, COC(=O)Nc1ccc2c(c1)CCN=C2C, CCOC(C)=O, [Na+]. Product: COC(=O)Nc1ccc2c(c1)CCN(C)C2C. As a reaction SMILES: [BH4-:19].[CH3:17][I:18].[CH3:1][C:2]1=[N:3][CH2:4][CH2:5][c:6]2[cH:7][c:8]([NH:12][C:13]([O:14][CH3:15])=[O:16])[cH:9][cH:10][c:11]21.[CH3:21][CH2:22][O:23][C:24]([CH3:25])=[O:26].[Na+:20]>>[CH3:1][CH:2]1[N:3]([CH3:17])[CH2:4][CH2:5][c:6]2[cH:7][c:8]([NH:12][C:13]([O:14][CH3:15])=[O:16])[cH:9][cH:10][c:11]21. As a reaction SMILES: [Br:26].[CH3:1][O:2][c:3]1[c:4]([C:11]2=[N:12][C:13]3=[CH:18][CH2:17][NH:16][C:15](=[O:19])[C:14]3=[N:20]2)[cH:5][cH:6][c:7]([S:9][CH3:10])[cH:8]1.[CH3:22][C:23]([O-:24])=[O:25].[CH3:27][C:28](=[O:29])[OH:30].[Na+:21]>>[CH3:1][O:2][c:3]1[c:4]([C:11]2=[N:12][C:13]3=[CH:18][CH2:17][NH:16][C:15](=[O:19])[C:14]3=[N:20]2)[cH:5][cH:6][c:7]([S:9]([CH3:10])=[O:24])[cH:8]1. Product: COc1cc(S(C)=O)ccc1C1=NC2=CCNC(=O)C2=N1. Reactants: Br, COc1cc(SC)ccc1C1=NC2=CCNC(=O)C2=N1, CC(=O)[O-], CC(=O)O, [Na+]. Starting materials: CC(C)(C)[Si](C)(C)Cl, ClCCl, C1CCC2=NCCCN2CC1, Nc1ccc(C(=O)N2CCN(Cc3ccc(C(O)(C(F)(F)F)C(F)(F)F)cc3)CC2)cc1Cl. The product is CC(C)(C)[Si](C)(C)OC(c1ccc(CN2CCN(C(=O)c3ccc(N)c(Cl)c3)CC2)cc1)(C(F)(F)F)C(F)(F)F. As a reaction SMILES: [C:45]([CH3:46])([CH3:47])([CH3:48])[Si:49]([Cl:50])([CH3:51])[CH3:52].[Cl:53][CH2:54][Cl:55].[N:1]12[CH2:2][CH2:3][CH2:4][N:5]=[C:6]1[CH2:7][CH2:8][CH2:9][CH2:10][CH2:11]2.[NH2:12][c:13]1[c:14]([Cl:44])[cH:15][c:16]([C:19](=[O:20])[N:21]2[CH2:22][CH2:23][N:24]([CH2:27][c:28]3[cH:29][cH:30][c:31]([C:34]([C:35]([F:36])([F:37])[F:38])([C:39]([F:40])([F:41])[F:42])[OH:43])[cH:32][cH:33]3)[CH2:25][CH2:26]2)[cH:17][cH:18]1>>[NH2:12][c:13]1[c:14]([Cl:44])[cH:15][c:16]([C:19](=[O:20])[N:21]2[CH2:22][CH2:23][N:24]([CH2:27][c:28]3[cH:29][cH:30][c:31]([C:34]([C:35]([F:36])([F:37])[F:38])([C:39]([F:40])([F:41])[F:42])[O:43][Si:49]([C:45]([CH3:46])([CH3:47])[CH3:48])([CH3:51])[CH3:52])[cH:32][cH:33]3)[CH2:25][CH2:26]2)[cH:17][cH:18]1.